From a dataset of the Open Reaction Database (ORD), a public repository of structured organic reaction records. describe an organic reaction: reactants, conditions, products, and yield Procedure details: 11 g (50 mmol) of p-cyclohexylacetylphenol and 9.6 g (54 mmol) of nicotinic acid chloride hydrochloride was mixed with 160 ml of dry pyridine and stirred for 8 hours at 40° C. Subsequently, water (66 ml) was added drop by drop until the solution was turbid. The solution was placed in the ice bath, the precipitate sucked off, freed from pyridine by washing with water and dried. Product: C(C1=CN=CC=C1)(=O)OC1=CC=C(C=C1)C(CC1CCCCC1)=O (p-(cyclohexylacetyl)-phenyl nicotinate). As a reaction SMILES: [CH:1]1([CH2:7][C:8]([C:10]2[CH:15]=[CH:14][C:13]([OH:16])=[CH:12][CH:11]=2)=[O:9])[CH2:6][CH2:5][CH2:4][CH2:3][CH2:2]1.Cl.[C:18](Cl)(=[O:25])[C:19]1[CH:24]=[CH:23][CH:22]=[N:21][CH:20]=1.O>N1C=CC=CC=1>[C:18]([O:16][C:13]1[CH:14]=[CH:15][C:10]([C:8](=[O:9])[CH2:7][CH:1]2[CH2:6][CH2:5][CH2:4][CH2:3][CH2:2]2)=[CH:11][CH:12]=1)(=[O:25])[C:19]1[CH:24]=[CH:23][CH:22]=[N:21][CH:20]=1 |f:1.2|. Reactants: ice, C1(CCCCC1)CC(=O)C1=CC=C(C=C1)O (p-cyclohexylacetylphenol), Cl.C(C1=CN=CC=C1)(=O)Cl (nicotinic acid chloride hydrochloride), O (water). Conditions: temperature 40 celsius, time 8 hour. Solvent: N1=CC=CC=C1 (pyridine), N1=CC=CC=C1 (pyridine). The reactants are C1(=CC=CC=C1)SC1=C(C2C(CC2C1)=O)C(=O)OC(C1=CC=CC=C1)C1=CC=CC=C1 (3-phenylthio-7-oxobicyclo[3.2.0]hept-2-en-2-carboxylic acid, diphenylmethyl ester), C1(=CC=CC=C1)OC (anisole). The solvent is FC(C(=O)O)(F)F (trifluoroacetic acid). Yields the product C1(=CC=CC=C1)SC1=C(C2C(CC2C1)=O)C(=O)O (3-Phenylthio-7-oxobicyclo[3.2.0]hept-2-en-2-carboxylic Acid). Yield: 84.1%. Reaction SMILES: [C:1]1([S:7][C:8]2[CH2:14][CH:13]3[CH:10]([C:11](=[O:15])[CH2:12]3)[C:9]=2[C:16]([O:18]C(C2C=CC=CC=2)C2C=CC=CC=2)=[O:17])[CH:6]=[CH:5][CH:4]=[CH:3][CH:2]=1.C1(OC)C=CC=CC=1>FC(F)(F)C(O)=O>[C:1]1([S:7][C:8]2[CH2:14][CH:13]3[CH:10]([C:11](=[O:15])[CH2:12]3)[C:9]=2[C:16]([OH:18])=[O:17])[CH:2]=[CH:3][CH:4]=[CH:5][CH:6]=1. Procedure: A solution of 150 mg of 3-phenylthio-7-oxobicyclo[3.2.0]hept-2-en-2-carboxylic acid, diphenylmethyl ester, and 135 mg of anisole in 3 mL of trifluoroacetic acid was stirred at room temperature for 15 min. The solvent was removed with a stream of nitrogen leaving a residual oil which when triturated with ether afforded 77 mg (84%) of colorless crystals of 3-phenylthio-7-oxobicyclo[3.2.0]hept-2-en-2-carboxylic acid. NMR (220 MHz; CDCl3): δ 2.27 (1H, dd, J=17, 3), 2.75 (1H, m), 2.68 (1H, m), 3.0-3.... Reactants: O=C1C2=C(NC3=C(N1)C=CC=C3)C=CC(=C2)NC(=S)N ((11-Oxo-10,11-dihydro-5H-dibenzo[b,e][1,4]diazepin-2-yl)-thiourea), C(C)I (ethyl iodide). The solvent is CS(=O)C (DMSO). Reaction conditions: time 48 hour. Product: C(C)SC(NC1=CC2=C(NC3=C(NC2=O)C=CC=C3)C=C1)=N (2-Ethyl-1-(11-oxo-10,11-dihydro-5H-dibenzo[b,e][1,4]diazepin-2-yl)-isothiourea). Yield: 99.7%. Reaction SMILES: [O:1]=[C:2]1[NH:8][C:7]2[CH:9]=[CH:10][CH:11]=[CH:12][C:6]=2[NH:5][C:4]2[CH:13]=[CH:14][C:15]([NH:17][C:18]([NH2:20])=[S:19])=[CH:16][C:3]1=2.[CH2:21](I)[CH3:22]>CS(C)=O>[CH2:21]([S:19][C:18](=[NH:20])[NH:17][C:15]1[CH:14]=[CH:13][C:4]2[NH:5][C:6]3[CH:12]=[CH:11][CH:10]=[CH:9][C:7]=3[NH:8][C:2](=[O:1])[C:3]=2[CH:16]=1)[CH3:22]. Procedure: To a solution of (11-oxo-10,11-dihydro-5H-dibenzo[b,e][1,4]diazepin-2-yl)-thiourea (Example 9, 100 mg, 0.35 mmol) in DMSO was added ethyl iodide (28.2 μL, 0.35 mmol). The mixture was stirred at room temperature for 48 hr. DMSO was removed under vacuum and the residue was partitioned between ethyl acetate and saturated aqueous sodium bicarbonate. The organic layer was dried with magnesium sulfate, filtered and the solvent evaporated to give a yellow semi-solid which was chromatographed on silica ... Starting materials: solution, Cl (hydrogen chloride), C(C)(C)(C)OC(=O)N[C@@H](CCCCNC(=O)OC(C)(C)C)C(=O)NCCC(=O)OCCOC1=CC=C(C=C1)C1=C(C(=NC(=C1C#N)N1CCCC1)SCC=1N=C(SC1)C1=CC=C(C=C1)Cl)C#N (2-{4-(2-({(2-(4-chlorophenyl)-1,3-thiazol-4-yl)methyl}sulfanyl)-3,5-dicyano-6-(pyrrolidin-1-yl)pyridin-4-yl)phenoxy}ethyl N2,N6-bis(tert-butoxycarbonyl)-L-lysyl-beta-alaninate). Run in C(C)OCC (diethyl ether), ClCCl (dichloromethane). Reaction conditions: time 8 hour. Yields the product Cl.Cl.N[C@@H](CCCCN)C(=O)NCCC(=O)OCCOC1=CC=C(C=C1)C1=C(C(=NC(=C1C#N)N1CCCC1)SCC=1N=C(SC1)C1=CC=C(C=C1)Cl)C#N (2-{4-(2-({(2-(4-Chlorophenyl)-1,3-thiazol-4-yl)methyl}sulfanyl)-3,5-dicyano-6-(pyrrolidin-1-yl)pyridin-4-yl)phenoxy}ethyl L-lysyl-beta-alaninate dihydrochloride). RXN SMILES: C(OC([NH:8][C@H:9]([C:22]([NH:24][CH2:25][CH2:26][C:27]([O:29][CH2:30][CH2:31][O:32][C:33]1[CH:38]=[CH:37][C:36]([C:39]2[C:44]([C:45]#[N:46])=[C:43]([N:47]3[CH2:51][CH2:50][CH2:49][CH2:48]3)[N:42]=[C:41]([S:52][CH2:53][C:54]3[N:55]=[C:56]([C:59]4[CH:64]=[CH:63][C:62]([Cl:65])=[CH:61][CH:60]=4)[S:57][CH:58]=3)[C:40]=2[C:66]#[N:67])=[CH:35][CH:34]=1)=[O:28])=[O:23])[CH2:10][CH2:11][CH2:12][CH2:13][NH:14]C(OC(C)(C)C)=O)=O)(C)(C)C.[ClH:68]>ClCCl.C(OCC)C>[ClH:65].[ClH:68].[NH2:8][C@H:9]([C:22]([NH:24][CH2:25][CH2:26][C:27]([O:29][CH2:30][CH2:31][O:32][C:33]1[CH:34]=[CH:35][C:36]([C:39]2[C:44]([C:45]#[N:46])=[C:43]([N:47]3[CH2:48][CH2:49][CH2:50][CH2:51]3)[N:42]=[C:41]([S:52][CH2:53][C:54]3[N:55]=[C:56]([C:59]4[CH:60]=[CH:61][C:62]([Cl:65])=[CH:63][CH:64]=4)[S:57][CH:58]=3)[C:40]=2[C:66]#[N:67])=[CH:37][CH:38]=1)=[O:28])=[O:23])[CH2:10][CH2:11][CH2:12][CH2:13][NH2:14] |f:4.5.6|. Procedure details: 950 mg (0.976 mmol) of 2-{4-(2-({(2-(4-chlorophenyl)-1,3-thiazol-4-yl)methyl}sulfanyl)-3,5-dicyano-6-(pyrrolidin-1-yl)pyridin-4-yl)phenoxy}ethyl N2,N6-bis(tert-butoxycarbonyl)-L-lysyl-beta-alaninate (Example 24A) were initially charged in 25 ml of dichloromethane. 9.76 ml of a 1N solution of hydrogen chloride in diethyl ether were added, and the reaction solution was then stirred at RT overnight. For 15 min, argon was introduced into the reaction mixture, and the mixture was then concentrated by... Starting materials: CCCCC(=O)c1ccco1, C1CCOC1, CO, Cl, b1ncco1. Yields the product CCCCC(O)c1ccco1. Reaction SMILES: [C:1]([CH2:2][CH2:3][CH2:4][CH3:5])(=[O:6])[c:7]1[o:8][cH:9][cH:10][cH:11]1.[CH2:20]1[O:21][CH2:22][CH2:23][CH2:24]1.[CH3:17][OH:18].[ClH:19].[o:12]1[cH:13][cH:14][n:15][b:16]1>>[CH:1]([CH2:2][CH2:3][CH2:4][CH3:5])([OH:6])[c:7]1[o:8][cH:9][cH:10][cH:11]1. Reactants: ClC(Cl)Cl, Cc1ccc[n+]([O-])c1S(=O)Cc1c(Cl)cccc1Cl, O=C(OO)c1cccc(Cl)c1. Yields the product Cc1ccc[n+]([O-])c1S(=O)(=O)Cc1c(Cl)cccc1Cl. As a reaction SMILES: [CH:31]([Cl:32])([Cl:33])[Cl:34].[Cl:1][c:2]1[c:3]([CH2:9][S:10](=[O:11])[c:12]2[n+:13]([O-:19])[cH:14][cH:15][cH:16][c:17]2[CH3:18])[c:4]([Cl:8])[cH:5][cH:6][cH:7]1.[Cl:20][c:21]1[cH:22][cH:23][cH:24][c:25]([C:26]([O:27][OH:29])=[O:28])[cH:30]1>>[Cl:1][c:2]1[c:3]([CH2:9][S:10](=[O:11])([c:12]2[n+:13]([O-:19])[cH:14][cH:15][cH:16][c:17]2[CH3:18])=[O:28])[c:4]([Cl:8])[cH:5][cH:6][cH:7]1. The reactants are CC(C)(C)c1cc2cc([N+](=O)[O-])ccc2[nH]1, Cc1ccc(S(=O)(=O)OCC2COC(C)(C)O2)cc1, CN(C)C=O. Yields the product CC1(C)OCC(Cn2c(C(C)(C)C)cc3cc([N+](=O)[O-])ccc32)O1. RXN SMILES: [C:20]([CH3:21])([CH3:22])([CH3:23])[c:24]1[nH:25][c:26]2[cH:27][cH:28][c:29]([N+:33](=[O:34])[O-:35])[cH:30][c:31]2[cH:32]1.[CH3:1][c:2]1[cH:3][cH:4][c:5]([S:6]([O:7][CH2:12][CH:13]2[O:14][C:15]([CH3:18])([CH3:19])[O:16][CH2:17]2)(=[O:8])=[O:9])[cH:10][cH:11]1.[O:36]=[CH:37][N:38]([CH3:39])[CH3:40]>>[CH2:12]([CH:13]1[O:14][C:15]([CH3:18])([CH3:19])[O:16][CH2:17]1)[n:25]1[c:24]([C:20]([CH3:21])([CH3:22])[CH3:23])[cH:32][c:31]2[c:26]1[cH:27][cH:28][c:29]([N+:33](=[O:34])[O-:35])[cH:30]2. The reactants are N#Cc1ccccc1-c1cc(-c2ccccn2)cn(-c2cccc(O)c2)c1=O, CC(=O)OC(C)=O, c1ccncc1. The product is CC(=O)OCc1cccc(-n2cc(-c3ccccn3)cc(-c3ccccc3C#N)c2=O)c1. As a reaction SMILES: [C:1](#[N:2])[c:3]1[c:4](-[c:9]2[c:10](=[O:28])[n:11](-[c:21]3[cH:22][c:23]([OH:27])[cH:24][cH:25][cH:26]3)[cH:12][c:13](-[c:15]3[n:16][cH:17][cH:18][cH:19][cH:20]3)[cH:14]2)[cH:5][cH:6][cH:7][cH:8]1.[CH3:29][C:30](=[O:31])[O:32][C:33](=[O:34])[CH3:35].[cH:36]1[cH:37][cH:38][n:39][cH:40][cH:41]1>>[C:1](#[N:2])[c:3]1[c:4](-[c:9]2[c:10](=[O:28])[n:11](-[c:21]3[cH:22][c:23]([CH2:33][O:32][C:30]([CH3:29])=[O:31])[cH:24][cH:25][cH:26]3)[cH:12][c:13](-[c:15]3[n:16][cH:17][cH:18][cH:19][cH:20]3)[cH:14]2)[cH:5][cH:6][cH:7][cH:8]1. The reactants are CC(C)(C)OC(=O)N1CCC(O)CC1, C1CCOC1, CCOC(=O)N=NC(=O)OCC, C[SiH](C)OC(c1ccc(O)cc1OC(F)(F)F)C(C)(C)C, c1ccc(P(c2ccccc2)c2ccccc2)cc1. Product: C[SiH](C)OC(c1ccc(OC2CCN(C(=O)OC(C)(C)C)CC2)cc1OC(F)(F)F)C(C)(C)C. As a reaction SMILES: [C:41]([CH3:42])([CH3:43])([CH3:44])[O:45][C:46](=[O:47])[N:48]1[CH2:49][CH2:50][CH:51]([OH:54])[CH2:52][CH2:53]1.[CH2:67]1[O:68][CH2:69][CH2:70][CH2:71]1.[O:55]=[C:56]([O:57][CH2:58][CH3:59])[N:60]=[N:61][C:62]([O:63][CH2:64][CH3:65])=[O:66].[OH:1][c:2]1[cH:3][c:4]([O:17][C:18]([F:19])([F:20])[F:21])[c:5]([CH:8]([O:9][SiH:10]([CH3:11])[CH3:12])[C:13]([CH3:14])([CH3:15])[CH3:16])[cH:6][cH:7]1.[c:22]1([P:23]([c:24]2[cH:25][cH:26][cH:27][cH:28][cH:29]2)[c:30]2[cH:31][cH:32][cH:33][cH:34][cH:35]2)[cH:36][cH:37][cH:38][cH:39][cH:40]1>>[O:1]([c:2]1[cH:3][c:4]([O:17][C:18]([F:19])([F:20])[F:21])[c:5]([CH:8]([O:9][SiH:10]([CH3:11])[CH3:12])[C:13]([CH3:14])([CH3:15])[CH3:16])[cH:6][cH:7]1)[CH:51]1[CH2:50][CH2:49][N:48]([C:46]([O:45][C:41]([CH3:42])([CH3:43])[CH3:44])=[O:47])[CH2:53][CH2:52]1.